Dataset: the Open Reaction Database (ORD), a public repository of structured organic reaction records. Task: describe an organic reaction: reactants, conditions, products, and yield Reactants: CC(C)(C)[O-], [Cl-], CCOC(=O)C(Cl)(Cl)C1OC(=O)CC(C)(C)C1Cl, [K+], [NH4+], C1CCOC1. The product is CCOC(=O)C(Cl)(Cl)C1OC(=O)C2C1C2(C)C. RXN SMILES: [CH3:19][C:20]([CH3:21])([O-:22])[CH3:23].[Cl-:25].[Cl:1][C:2]([C:3](=[O:4])[O:5][CH2:6][CH3:7])([CH:8]1[O:9][C:10](=[O:17])[CH2:11][C:12]([CH3:15])([CH3:16])[CH:13]1[Cl:14])[Cl:18].[K+:24].[NH4+:26].[O:27]1[CH2:28][CH2:29][CH2:30][CH2:31]1>>[Cl:1][C:2]([C:3](=[O:4])[O:5][CH2:6][CH3:7])([CH:8]1[O:9][C:10](=[O:17])[CH:11]2[C:12]([CH3:15])([CH3:16])[CH:13]12)[Cl:18].